This data is from the Open Reaction Database (ORD), a public repository of structured organic reaction records. The task is: describe an organic reaction: reactants, conditions, products, and yield The reactants are ClC1=CC=C(C=C1)C1=NC2=C(N1C(CO)C1CCCCC1)C=C(C(=C2)F)F (2-[2-(4-chloro-phenyl)-5,6-difluoro-benzoimidazol-1-yl]-2-cyclohexyl-ethanol), OC1=NC=CC=C1 (2-hydroxypyridine), N(=NC(=O)OC(C)(C)C)C(=O)OC(C)(C)C (di-tert-butyl azodicarboxylate). Yields the product ClC1=CC=C(C=C1)C1=NC2=C(N1C(COC1=NC=CC=C1)C1CCCCC1)C=C(C(=C2)F)F (2-(4-Chloro-phenyl)-1-[1-cyclohexyl-2-(pyridin-2-yloxy)-ethyl]-5,6-difluoro-1H-benzoimidazole). RXN SMILES: [Cl:1][C:2]1[CH:7]=[CH:6][C:5]([C:8]2[N:12]([CH:13]([CH:16]3[CH2:21][CH2:20][CH2:19][CH2:18][CH2:17]3)[CH2:14][OH:15])[C:11]3[CH:22]=[C:23]([F:27])[C:24]([F:26])=[CH:25][C:10]=3[N:9]=2)=[CH:4][CH:3]=1.O[C:29]1[CH:34]=[CH:33][CH:32]=[CH:31][N:30]=1.N(C(OC(C)(C)C)=O)=NC(OC(C)(C)C)=O>>[Cl:1][C:2]1[CH:7]=[CH:6][C:5]([C:8]2[N:12]([CH:13]([CH:16]3[CH2:17][CH2:18][CH2:19][CH2:20][CH2:21]3)[CH2:14][O:15][C:29]3[CH:34]=[CH:33][CH:32]=[CH:31][N:30]=3)[C:11]3[CH:22]=[C:23]([F:27])[C:24]([F:26])=[CH:25][C:10]=3[N:9]=2)=[CH:4][CH:3]=1. Procedure: The title compound was prepared in analogy to Example 4, intermediate, from 2-[2-(4-chloro-phenyl)-5,6-difluoro-benzoimidazol-1-yl]-2-cyclohexyl-ethanol (Ex. 1, int. c) and 2-hydroxypyridine (commercially available) and replacing di-ethyl azodicarboxylate by di-tert-butyl azodicarboxylate. The crude product was purified by silica gel chromatography using a MPLC system (CombiFlash Companion, Isco Inc.) with a gradient of n-heptane:ethyl acetate (100:0 to 50:50). White solid (79%). MS (Turbo Spray...